describe an organic reaction: reactants, conditions, products, and yield From a dataset of the Open Reaction Database (ORD), a public repository of structured organic reaction records. Starting materials: O=[N+]([O-])c1ccc(F)c(Br)c1, CCO, C1CCOC1, O, O, Cl[Sn]Cl. The product is Nc1ccc(F)c(Br)c1. Reaction SMILES: [Br:1][c:2]1[c:3]([F:11])[cH:4][cH:5][c:6]([N+:8]([O-:9])=[O:10])[cH:7]1.[CH3:12][CH2:13][OH:14].[O:20]1[CH2:21][CH2:22][CH2:23][CH2:24]1.[OH2:15].[OH2:16].[Sn:17]([Cl:18])[Cl:19]>>[Br:1][c:2]1[c:3]([F:11])[cH:4][cH:5][c:6]([NH2:8])[cH:7]1.